Dataset: the Open Reaction Database (ORD), a public repository of structured organic reaction records. Task: describe an organic reaction: reactants, conditions, products, and yield The reactants are C(C)OC(=O)C=1C=NC2=CC(=CC=C2C1OS(=O)(=O)C(F)(F)F)C(F)(F)F (4-Trifluoromethanesulfonyloxy-7-trifluoromethyl-quinoline-3-carboxylic acid ethyl ester), C(C)(=O)C=1C=C(C=CC1)B(O)O (3-acetylphenylboronic acid), P(=O)([O-])([O-])[O-].[K+].[K+].[K+] (potassium phosphate). Reagents/catalysts: C=1C=CC(=CC1)[P](C=2C=CC=CC2)(C=3C=CC=CC3)[Pd]([P](C=4C=CC=CC4)(C=5C=CC=CC5)C=6C=CC=CC6)([P](C=7C=CC=CC7)(C=8C=CC=CC8)C=9C=CC=CC9)[P](C=1C=CC=CC1)(C=1C=CC=CC1)C=1C=CC=CC1 (tetrakis(triphenylphosphine)palladium(0)). Solvent: O1CCOCC1 (dioxane), C(C)(=O)OCC (ethyl acetate). The product is C(C)OC(=O)C=1C=NC2=CC(=CC=C2C1C1=CC(=CC=C1)C(C)=O)C(F)(F)F (4-(3-acetyl-phenyl)-7-trifluoromethyl-quinoline-3-carboxylic acid ethyl ester). RXN SMILES: [CH2:1]([O:3][C:4]([C:6]1[CH:7]=[N:8][C:9]2[C:14]([C:15]=1OS(C(F)(F)F)(=O)=O)=[CH:13][CH:12]=[C:11]([C:24]([F:27])([F:26])[F:25])[CH:10]=2)=[O:5])[CH3:2].[C:28]([C:31]1[CH:32]=[C:33](B(O)O)[CH:34]=[CH:35][CH:36]=1)(=[O:30])[CH3:29].P([O-])([O-])([O-])=O.[K+].[K+].[K+]>O1CCOCC1.C(OCC)(=O)C.C1C=CC([P]([Pd]([P](C2C=CC=CC=2)(C2C=CC=CC=2)C2C=CC=CC=2)([P](C2C=CC=CC=2)(C2C=CC=CC=2)C2C=CC=CC=2)[P](C2C=CC=CC=2)(C2C=CC=CC=2)C2C=CC=CC=2)(C2C=CC=CC=2)C2C=CC=CC=2)=CC=1>[CH2:1]([O:3][C:4]([C:6]1[CH:7]=[N:8][C:9]2[C:14]([C:15]=1[C:35]1[CH:34]=[CH:33][CH:32]=[C:31]([C:28](=[O:30])[CH3:29])[CH:36]=1)=[CH:13][CH:12]=[C:11]([C:24]([F:27])([F:26])[F:25])[CH:10]=2)=[O:5])[CH3:2] |f:2.3.4.5,^1:63,65,84,103|. Reported procedure: 4-Trifluoromethanesulfonyloxy-7-trifluoromethyl-quinoline-3-carboxylic acid ethyl ester (208 mg, 0.5 mmol), 3-acetylphenylboronic acid (90 mg, 0.55 mmol), tetrakis(triphenylphosphine)palladium(0) (29 mg) and potassium phosphate (159 mg, 0.75 mmol) were heated together in dioxane (5 mL) to 80° C. overnight. The reaction mixture was then diluted with ethyl acetate and washed with brine twice. The organic layer was dried over sodium sulfate, concentrated, and the residue purified by flash column el... The reactants are BrC=1C(NC=CC1)=O (3-bromopyridone), FC1=C(C=C(C=C1C)[N+](=O)[O-])C (2-fluoro-1,3-dimethyl-5-nitrobenzene), C([O-])([O-])=O.[K+].[K+] (potassium carbonate), Cl (hydrochloric acid). The solvent is CS(=O)C (DMSO), CS(=O)C (DMSO), O (water). Reaction conditions: temperature 120 celsius, time 3.5 hour. The product is BrC=1C(N(C=CC1)C1=C(C=C(C=C1C)[N+](=O)[O-])C)=O (3-bromo-1-(2,6-dimethyl-4-nitrophenyl)pyridin-2(1H)-one). As a reaction SMILES: F[C:2]1[C:7]([CH3:8])=[CH:6][C:5]([N+:9]([O-:11])=[O:10])=[CH:4][C:3]=1[CH3:12].C(=O)([O-])[O-].[K+].[K+].[Br:19][C:20]1[C:21](=[O:26])[NH:22][CH:23]=[CH:24][CH:25]=1.Cl>CS(C)=O.O>[Br:19][C:20]1[C:21](=[O:26])[N:22]([C:2]2[C:7]([CH3:8])=[CH:6][C:5]([N+:9]([O-:11])=[O:10])=[CH:4][C:3]=2[CH3:12])[CH:23]=[CH:24][CH:25]=1 |f:1.2.3|. Procedure: 223 g (38% strength, 0.5 mol) of 2-fluoro-1,3-dimethyl-5-nitrobenzene and 138 g (1.0 mol) of potassium carbonate were introduced as initial charge in 1.95 l of DMSO and heated to 120° C. At this temperature, a solution of 100 g (87% purity, 0.5 mol) of 3-bromopyridone in DMSO was added dropwise. The reaction mixture was stirred for 3.5 h at 120° C., cooled to RT, stirred into water, rendered slightly acidic with hydrochloric acid and extracted with ethyl acetate. The aqueous phase was extracted ...